This data is from the Open Reaction Database (ORD), a public repository of structured organic reaction records. The task is: describe an organic reaction: reactants, conditions, products, and yield Starting materials: [O-]B([O-])Oc1ccc(C(F)(F)F)cc1, COC(=O)C1=Cc2cc(Br)ccc2S(=O)(=O)CC1, O=C([O-])[O-], CCO, [K+], [K+], O, Cc1ccccc1. Product: COC(=O)C1=Cc2cc(-c3ccc(C(F)(F)F)cc3)ccc2S(=O)(=O)CC1. As a reaction SMILES: [B:19]([O-:20])([O-:31])[O:32][c:21]1[cH:22][cH:23][c:24]([C:27]([F:28])([F:29])[F:30])[cH:25][cH:26]1.[Br:1][c:2]1[cH:3][cH:4][c:5]2[c:6]([cH:18]1)[CH:7]=[C:8]([C:14](=[O:15])[O:16][CH3:17])[CH2:9][CH2:10][S:11]2(=[O:12])=[O:13].[C:33](=[O:34])([O-:35])[O-:36].[CH2:40]([OH:41])[CH3:42].[K+:37].[K+:38].[OH2:39].[c:43]1([CH3:44])[cH:45][cH:46][cH:47][cH:48][cH:49]1>>[c:2]1(-[c:21]2[cH:22][cH:23][c:24]([C:27]([F:28])([F:29])[F:30])[cH:25][cH:26]2)[cH:3][cH:4][c:5]2[c:6]([cH:18]1)[CH:7]=[C:8]([C:14](=[O:15])[O:16][CH3:17])[CH2:9][CH2:10][S:11]2(=[O:12])=[O:13]. Reactants: C(C1=CC=C(C=C1)OC)C(N1C(C(C1CC(C(C(=O)OCC1=CC=C(C=C1)[N+](=O)[O-])C(=O)OC(C)(C)C)=O)C(C)OC(=O)OCC1=CC=C(C=C1)[N+](=O)[O-])=O)CC1=CC=C(C=C1)OC (1-(di-p-anisylmethyl)-3-(1-p-nitrobenzyloxycarbonyloxyethyl)-4-[3-t-butoxycarbonyl-3-(p-nitrobenzyloxycarbonyl)-2-oxopropyl]-2-azetidinone), FC(C(=O)O)(F)F (trifluoroacetic acid). Run in C(Cl)Cl (methylene chloride). Conditions: time 1 hour. Yields the product C(C1=CC=C(C=C1)OC)C(N1C(C(C1CC(CC(=O)OCC1=CC=C(C=C1)[N+](=O)[O-])=O)C(C)OC(=O)OCC1=CC=C(C=C1)[N+](=O)[O-])=O)CC1=CC=C(C=C1)OC (1-(di-p-anisylmethyl)-3-(1-p-nitrobenzyloxycarbonyloxyethyl)-4-[3-(p-nitrobenzyloxycarbonyl)-2-oxopropyl]-2-azetidinone). As a reaction SMILES: [CH2:1]([CH:10]([CH2:56][C:57]1[CH:62]=[CH:61][C:60]([O:63][CH3:64])=[CH:59][CH:58]=1)[N:11]1[CH:14]([CH2:15][C:16](=[O:38])[CH:17](C(OC(C)(C)C)=O)[C:18]([O:20][CH2:21][C:22]2[CH:27]=[CH:26][C:25]([N+:28]([O-:30])=[O:29])=[CH:24][CH:23]=2)=[O:19])[CH:13]([CH:39]([O:41][C:42]([O:44][CH2:45][C:46]2[CH:51]=[CH:50][C:49]([N+:52]([O-:54])=[O:53])=[CH:48][CH:47]=2)=[O:43])[CH3:40])[C:12]1=[O:55])[C:2]1[CH:7]=[CH:6][C:5]([O:8][CH3:9])=[CH:4][CH:3]=1.FC(F)(F)C(O)=O>C(Cl)Cl>[CH2:56]([CH:10]([CH2:1][C:2]1[CH:7]=[CH:6][C:5]([O:8][CH3:9])=[CH:4][CH:3]=1)[N:11]1[CH:14]([CH2:15][C:16](=[O:38])[CH2:17][C:18]([O:20][CH2:21][C:22]2[CH:23]=[CH:24][C:25]([N+:28]([O-:30])=[O:29])=[CH:26][CH:27]=2)=[O:19])[CH:13]([CH:39]([O:41][C:42]([O:44][CH2:45][C:46]2[CH:47]=[CH:48][C:49]([N+:52]([O-:54])=[O:53])=[CH:50][CH:51]=2)=[O:43])[CH3:40])[C:12]1=[O:55])[C:57]1[CH:62]=[CH:61][C:60]([O:63][CH3:64])=[CH:59][CH:58]=1. Reported procedure: 2.3 g of 1-(di-p-anisylmethyl)-3-(1-p-nitrobenzyloxycarbonyloxyethyl)-4-[3-t-butoxycarbonyl-3-(p-nitrobenzyloxycarbonyl)-2-oxopropyl]-2-azetidinone was dissolved in 120 ml of dried methylene chloride, and 10 ml of trifluoroacetic acid was added to the solution, followed by stirring at room temperature for 1 hour. The reaction mixture was washed with an aqueous solution of sodium bicarbonate and then with water, dried over sodium sulfate and distilled off to remove the solvent. The residue was pu... Starting materials: N1C(=NC2=C1C=CC=C2)C(=O)N2[C@@H]1CN([C@H](C2)C1)C(=O)[C@H](C(C)(C)C)NC(OC(C)(C)C)=O (1,1-Dimethylethyl ((1S)-1-{[(1S,4S)-5-(1H-benzimidazol-2-ylcarbonyl)-2,5-diazabicyclo[2.2.1]hept-2-yl]carbonyl}-2,2-dimethylpropyl)carbamate), C(=O)([O-])[O-].[Na+].[Na+] (Na2CO3). Solvent: C(=O)(C(F)(F)F)O.C(Cl)Cl (TFA DCM). Yields the product N1C(=NC2=C1C=CC=C2)C(=O)N2[C@@H]1CN([C@H](C2)C1)C([C@H](C(C)(C)C)N)=O ((2S)-1-[(1S,4S)-5-(1H-benzimidazol-2-ylcarbonyl)-2,5-diazabicyclo[2.2.1]hept-2-yl]-3,3-dimethyl-1-oxo-2-butanamine). Isolated yield 79.8%. Reaction SMILES: [NH:1]1[C:5]2[CH:6]=[CH:7][CH:8]=[CH:9][C:4]=2[N:3]=[C:2]1[C:10]([N:12]1[CH2:17][C@@H:16]2[CH2:18][C@H:13]1[CH2:14][N:15]2[C:19]([C@@H:21]([NH:26]C(=O)OC(C)(C)C)[C:22]([CH3:25])([CH3:24])[CH3:23])=[O:20])=[O:11].C([O-])([O-])=O.[Na+].[Na+]>C(O)(C(F)(F)F)=O.C(Cl)Cl>[NH:1]1[C:5]2[CH:6]=[CH:7][CH:8]=[CH:9][C:4]=2[N:3]=[C:2]1[C:10]([N:12]1[CH2:17][C@@H:16]2[CH2:18][C@H:13]1[CH2:14][N:15]2[C:19](=[O:20])[C@@H:21]([NH2:26])[C:22]([CH3:23])([CH3:24])[CH3:25])=[O:11] |f:1.2.3,4.5|. Procedure details: A solution of 1,1-Dimethylethyl ((1S)-1-{[(1S,4S)-5-(1H-benzimidazol-2-ylcarbonyl)-2,5-diazabicyclo[2.2.1]hept-2-yl]carbonyl}-2,2-dimethylpropyl)carbamate (5.8 g, 12.7 mmol) in 60 ml TFA/DCM (20%) was stirred at room temperature for 1 h. The reaction mixture was basified by addition of sat. aqueous Na2CO3 and then extracted with DCM (3×50 mL). The DCM solution was dried over anhydrous Na2SO4 and concentrated to give the title compound (3.6 g) as a pale yellow solid. LCMS (m/z): 356.2 (M+H). Reactants: [BH4-], CCO, O=C(c1ccccc1)c1ccc(Cl)cc1, ClCCl, NCCCn1ccnc1, [Na+]. Yields the product Clc1ccc(C(NCCCn2ccnc2)c2ccccc2)cc1. RXN SMILES: [BH4-:25].[CH3:30][CH2:31][OH:32].[Cl:1][c:2]1[cH:3][cH:4][c:5]([C:6](=[O:7])[c:8]2[cH:9][cH:10][cH:11][cH:12][cH:13]2)[cH:14][cH:15]1.[Cl:27][CH2:28][Cl:29].[NH2:16][CH2:17][CH2:18][CH2:19][n:20]1[cH:21][n:22][cH:23][cH:24]1.[Na+:26]>>[Cl:1][c:2]1[cH:3][cH:4][c:5]([CH:6]([c:8]2[cH:9][cH:10][cH:11][cH:12][cH:13]2)[NH:16][CH2:17][CH2:18][CH2:19][n:20]2[cH:21][n:22][cH:23][cH:24]2)[cH:14][cH:15]1. The reactants are [H][H], O=C1COc2cc([N+](=O)[O-])ccc2N1, CN(C)C=O. The product is Nc1ccc2c(c1)OCC(=O)N2. As a reaction SMILES: [H:15][H:16].[N+:1]([O-:2])(=[O:3])[c:4]1[cH:5][cH:6][c:7]2[c:8]([cH:14]1)[O:9][CH2:10][C:11](=[O:13])[NH:12]2.[O:17]=[CH:18][N:19]([CH3:20])[CH3:21]>>[NH2:1][c:4]1[cH:5][cH:6][c:7]2[c:8]([cH:14]1)[O:9][CH2:10][C:11](=[O:13])[NH:12]2. Reactants: FC(C(=O)O)(F)F (Trifluoroacetic acid), C(C)(C)(C)OC(=O)N1C(C2(C(N(C(CC2C2=CC(=CC=C2)Cl)=O)C)C2=C(C=CC=C2)C)C2=CC=C(C=C12)Cl)=O (racemic (2′R,3R,4′S)-6-chloro-4′-(3-chlorophenyl)-2,3-dihydro-1′-methyl-2′-(2-methylphenyl)-2,6′-dioxospiro[indole-3,3′-piperidine]-1-carboxylic acid tert-butyl ester). Run in ClCCl (dichloromethane). Conditions: time 1 hour. Yields the product ClC1=CC=C2C(=C1)NC(C21C(N(C(CC1C1=CC(=CC=C1)Cl)=O)C)C1=C(C=CC=C1)C)=O (racemic (2′R,3R,4′S)-6-chloro-4′-(3-chlorophenyl)-1′-methyl-2′-(2-methylphenyl)spiro[3H-indole-3,3′-piperidine]-2,6′(1H)-dione). Yield: 46.0%. Reaction SMILES: FC(F)(F)C(O)=O.C(OC([N:15]1[C:44]2[C:39](=[CH:40][CH:41]=[C:42]([Cl:45])[CH:43]=2)[C:17]2([CH:22]([C:23]3[CH:28]=[CH:27][CH:26]=[C:25]([Cl:29])[CH:24]=3)[CH2:21][C:20](=[O:30])[N:19]([CH3:31])[CH:18]2[C:32]2[CH:37]=[CH:36][CH:35]=[CH:34][C:33]=2[CH3:38])[C:16]1=[O:46])=O)(C)(C)C>ClCCl>[Cl:45][C:42]1[CH:43]=[C:44]2[NH:15][C:16](=[O:46])[C:17]3([CH:22]([C:23]4[CH:28]=[CH:27][CH:26]=[C:25]([Cl:29])[CH:24]=4)[CH2:21][C:20](=[O:30])[N:19]([CH3:31])[CH:18]3[C:32]3[CH:37]=[CH:36][CH:35]=[CH:34][C:33]=3[CH3:38])[C:39]2=[CH:40][CH:41]=1. Procedure: Trifluoroacetic acid (5 mL) was added to a solution of racemic (2′R,3R,4′S)-6-chloro-4′-(3-chlorophenyl)-2,3-dihydro-1′-methyl-2′-(2-methylphenyl)-2,6′-dioxospiro[indole-3,3′-piperidine]-1-carboxylic acid tert-butyl ester (0.20 g, 0.35 mmol) prepared in example 24c in dichloromethane (10 mL). The mixture was stirred at room temperature for 1 h. The solvent was evaporated in vacuo. To this residue was added saturated NaHCO3 solution, and extracted with ethyl acetate. The organic layers were combi... Starting materials: CC(=O)CCN(C)c1ccccc1, CCO, NCC(O)c1ccc(O)c(C(N)=O)c1. The product is CC(CCN(C)c1ccccc1)NCC(O)c1ccc(O)c(C(N)=O)c1. Reaction SMILES: [CH3:15][N:16]([c:17]1[cH:18][cH:19][cH:20][cH:21][cH:22]1)[CH2:23][CH2:24][C:25]([CH3:26])=[O:27].[CH3:28][CH2:29][OH:30].[NH2:1][CH2:2][CH:3]([OH:4])[c:5]1[cH:6][cH:7][c:8]([OH:14])[c:9]([C:10](=[O:11])[NH2:12])[cH:13]1>>[NH:1]([CH2:2][CH:3]([OH:4])[c:5]1[cH:6][cH:7][c:8]([OH:14])[c:9]([C:10](=[O:11])[NH2:12])[cH:13]1)[CH:25]([CH2:24][CH2:23][N:16]([CH3:15])[c:17]1[cH:18][cH:19][cH:20][cH:21][cH:22]1)[CH3:26]. Starting materials: NC(=C(C#N)C#N)C (3-amino-2-cyanocrotononitrile), ClC1=C(C(=O)OC(C)C)C=C(C(=C1)F)N=C=O (isopropyl 2-chloro-4-fluoro-5-isocyanatobenzoate). The product is NC1=C(C(=NC(N1C=1C(=CC(=C(C(=O)OC(C)C)C1)Cl)F)=O)C)C#N (isopropyl 5-[6-amino-5-cyano-4-methyl-2-oxo-1(2H)-pyrimidinyl]-2-chloro-4-fluorobenzoate). RXN SMILES: [NH2:1][C:2]([CH3:8])=[C:3]([C:6]#[N:7])[C:4]#[N:5].[Cl:9][C:10]1[CH:21]=[C:20]([F:22])[C:19]([N:23]=[C:24]=[O:25])=[CH:18][C:11]=1[C:12]([O:14][CH:15]([CH3:17])[CH3:16])=[O:13]>>[NH2:5][C:4]1[N:23]([C:19]2[C:20]([F:22])=[CH:21][C:10]([Cl:9])=[C:11]([CH:18]=2)[C:12]([O:14][CH:15]([CH3:17])[CH3:16])=[O:13])[C:24](=[O:25])[N:1]=[C:2]([CH3:8])[C:3]=1[C:6]#[N:7]. Procedure: using 3-amino-2-cyanocrotononitrile and isopropyl 2-chloro-4-fluoro-5-isocyanatobenzoate there is obtained isopropyl 5-[6-amino-5-cyano-4-methyl-2-oxo-1(2H)-pyrimidinyl]-2-chloro-4-fluorobenzoate, m.p. 255°-257° C. Reactants: COc1cccc(CN)c1, CC(C)O, CSc1ncnc2cc(N)ncc12. Yields the product COc1cccc(CNc2ncnc3cc(N)ncc23)c1. Reaction SMILES: [CH3:14][O:15][c:16]1[cH:17][c:18]([CH2:19][NH2:20])[cH:21][cH:22][cH:23]1.[CH:24]([OH:25])([CH3:26])[CH3:27].[NH2:1][c:2]1[cH:3][c:4]2[n:5][cH:6][n:7][c:8]([S:12][CH3:13])[c:9]2[cH:10][n:11]1>>[NH2:1][c:2]1[cH:3][c:4]2[n:5][cH:6][n:7][c:8]([NH:20][CH2:19][c:18]3[cH:17][c:16]([O:15][CH3:14])[cH:23][cH:22][cH:21]3)[c:9]2[cH:10][n:11]1.